Dataset: the Open Reaction Database (ORD), a public repository of structured organic reaction records. Task: describe an organic reaction: reactants, conditions, products, and yield The reactants are C([O-])(O)=O.[Na+] (sodium bicarbonate), SCCSCCS (bis(2-mercaptoethyl) sulfide), C1(=CC=CC=C1)C (toluene), ClCCC(=O)Cl (3-chloropropano yl chloride), Cl (hydrogen chloride), C1(=CC=CC=C1)C (toluene). Yields the product ClCCC(=O)SCCSCCSC(CCCl)=O (bis[2-(3-chloropropionylthio)ethyl]sulfide). Isolated yield 90.0%. RXN SMILES: [SH:1][CH2:2][CH2:3][S:4][CH2:5][CH2:6][SH:7].[Cl:8][CH2:9][CH2:10][C:11](Cl)=[O:12].[ClH:14].[C:15](=[O:18])(O)[O-].[Na+].[C:20]1([CH3:26])C=CC=CC=1>>[Cl:8][CH2:9][CH2:10][C:11]([S:1][CH2:2][CH2:3][S:4][CH2:5][CH2:6][S:7][C:15](=[O:18])[CH2:26][CH2:20][Cl:14])=[O:12] |f:3.4|. Reported procedure: A mixed solution of 231.48 g (1.50 mol) of bis(2-mercaptoethyl) sulfide and 1000 g of toluene was heated at 110° C. and thereinto was dropped 457.09 g (3.60 mol) of 3-chloropropano yl chloride over 2 hours. When all was dropped, the reaction mixture was further stirred for another 7 hours at 110° C., while by-product hydrogen chloride was removed out of the reaction system under nitrogen stream. Then no raw material existing in the high performance liquid chromatography (hereinafter referred to ... Starting materials: CCOCC (ether), [H-].[Na+] (NaH), CC1=NC2=C(C=CC=C2C=C1)CC(=O)OC (methyl 2-(2-methylquinolin-8-yl)acetate), IC (iodomethane). Run in [Cl-].[Na+].O (Brine), CS(=O)C (DMSO), C1CCOC1 (THF). Run at time 20 hour. Yields the product CC1=NC2=C(C=CC=C2C=C1)C(C(=O)OC)C (methyl 2-(2-methylquinolin-8-yl)propanoate). Yield: 100.0%. As a reaction SMILES: [H-].[Na+].[CH3:3][C:4]1[CH:13]=[CH:12][C:11]2[C:6](=[C:7]([CH2:14][C:15]([O:17][CH3:18])=[O:16])[CH:8]=[CH:9][CH:10]=2)[N:5]=1.IC.[CH3:21]COCC>CS(C)=O.C1COCC1.[Cl-].[Na+].O>[CH3:3][C:4]1[CH:13]=[CH:12][C:11]2[C:6](=[C:7]([CH:14]([CH3:21])[C:15]([O:17][CH3:18])=[O:16])[CH:8]=[CH:9][CH:10]=2)[N:5]=1 |f:0.1,7.8.9|. Procedure details: To a mixture of NaH (0.58 g, 14.43 mmol) in DMSO (15 mL) at 20-35° C. was slowly added a solution of methyl 2-(2-methylquinolin-8-yl)acetate (1.35 g, 6.272 mmol) and iodomethane (1.08 ml, 17.25 mmol) in THF (5 mL). The reaction mixture was stirred at ambient temperature for 20 hours. Brine (20 mL) and ether (50 mL) were added. The organic layer was separated, washed with brine, dried (sodium sulfate), filtered and concentrated under reduced pressure to give methyl 2-(2-methylquinolin-8-yl)propan...